From a dataset of the Open Reaction Database (ORD), a public repository of structured organic reaction records. describe an organic reaction: reactants, conditions, products, and yield Reactants: aqueous aqueous solution, [OH-].[Na+] (sodium hydroxide), COC1=C(C=CC(=C1)OC)C(C(=O)OCC)(C(=O)OCC)CCCCC (diethyl 2-(2,4-dimethoxyphenyl)-2-pentylmalonate), C(C)(=O)OCC (ethyl acetate), CCCCCC (hexane). Solvent: C(C)O (ethanol). Product: COC1=C(C=CC(=C1)OC)C(C(=O)O)CCCCC (2-(2,4-Dimethoxyphenyl)heptanoic acid). The yield is 85.1%. RXN SMILES: [OH-].[Na+].[CH3:3][O:4][C:5]1[CH:10]=[C:9]([O:11][CH3:12])[CH:8]=[CH:7][C:6]=1[C:13]([CH2:24][CH2:25][CH2:26][CH2:27][CH3:28])(C(OCC)=O)[C:14]([O:16]CC)=[O:15].C(OCC)(=O)C.CCCCCC>C(O)C>[CH3:3][O:4][C:5]1[CH:10]=[C:9]([O:11][CH3:12])[CH:8]=[CH:7][C:6]=1[CH:13]([CH2:24][CH2:25][CH2:26][CH2:27][CH3:28])[C:14]([OH:16])=[O:15] |f:0.1|. Procedure: 10.0 ml (20.0 mmol) of a 2 N aqueous aqueous solution of sodium hydroxide were added to a solution of 1.30 g (3.55 mmol) of diethyl 2-(2,4-dimethoxyphenyl)-2-pentylmalonate [prepared as described in step (i) above] in 20 ml of ethanol, and the resulting mixture was heated under reflux for 3 hours. At the end of this time, the reaction mixture was freed from ethanol by distillation under reduced pressure, and the resulting residue was acidified with 1 N aqueous hydrochloric acid and then extracte... The reactants are CCO, [Cl-], O=[N+]([O-])c1ccc2c(c1)c(Cl)nn2CCN1CCCC1, [Fe], [NH4+]. Yields the product Nc1ccc2c(c1)c(Cl)nn2CCN1CCCC1. Reaction SMILES: [CH3:23][CH2:24][OH:25].[Cl-:21].[Cl:1][c:2]1[n:3][n:4]([CH2:14][CH2:15][N:16]2[CH2:17][CH2:18][CH2:19][CH2:20]2)[c:5]2[cH:6][cH:7][c:8]([N+:11]([O-:12])=[O:13])[cH:9][c:10]12.[Fe:26].[NH4+:22]>>[Cl:1][c:2]1[n:3][n:4]([CH2:14][CH2:15][N:16]2[CH2:17][CH2:18][CH2:19][CH2:20]2)[c:5]2[cH:6][cH:7][c:8]([NH2:11])[cH:9][c:10]12. Starting materials: BrC1=CC(=C(C=C1OC(C)C)N1C(NC(=CC1=O)C(F)(F)F)=O)F (3-(4-bromo-2-fluoro-5-isopropoxyphenyl)-6-trifluoromethyl-2,4(1H,3H)-pyrimidinedione), P(=O)(Cl)(Cl)Cl (phosphorus oxychloride). Run in N1=CC=CC=C1 (pyridine). Product: BrC1=CC(=C(C=C1OC(C)C)N1C(=NC(=CC1=O)C(F)(F)F)Cl)F (1-(4-bromo-2-fluoro-5-isopropoxyphenyl)-2-chloro-4-trifluoromethyl-6(1H)-pyrimidinone). As a reaction SMILES: [Br:1][C:2]1[C:7]([O:8][CH:9]([CH3:11])[CH3:10])=[CH:6][C:5]([N:12]2[C:17](=[O:18])[CH:16]=[C:15]([C:19]([F:22])([F:21])[F:20])[NH:14][C:13]2=O)=[C:4]([F:24])[CH:3]=1.P(Cl)(Cl)([Cl:27])=O>N1C=CC=CC=1>[Br:1][C:2]1[C:7]([O:8][CH:9]([CH3:11])[CH3:10])=[CH:6][C:5]([N:12]2[C:17](=[O:18])[CH:16]=[C:15]([C:19]([F:22])([F:21])[F:20])[N:14]=[C:13]2[Cl:27])=[C:4]([F:24])[CH:3]=1. Procedure: using 3-(4-bromo-2-fluoro-5-isopropoxyphenyl)-6-trifluoromethyl-2,4(1H,3H)-pyrimidinedione with phosphorus oxychloride and pyridine there is obtained 1-(4-bromo-2-fluoro-5-isopropoxyphenyl)-2-chloro-4-trifluoromethyl-6(1H)-pyrimidinone, m.p. 102° C.;